Dataset: the Open Reaction Database (ORD), a public repository of structured organic reaction records. Task: describe an organic reaction: reactants, conditions, products, and yield Starting materials: N1(CCOCC1)C1=CC(=C(C=C1)C1=NC=C2C=3N1CCC3NC(C=C2)=O)C (1-(4-morpholin-4-yl methyl-phenyl)-8,9-dihydro-7H-2,7,9a-triaza-benzo[cd]azulen-6-one), [K+].[Br-] (KBr), N1CCOCC1 (morpholine), O=C1C=CC=2C=3N(CCC3N1)C(=NC2)C2=CC=C(C=O)C=C2 (4-(6-oxo-6,7,8,9-tetrahydro-2,7,9a-triaza-benzo[cd]azulen-1-yl)-benzaldehyde), C21H22N4O2. The solvent is CO.C(Cl)(Cl)Cl (MeOH CHCl3). Yields the product N1(CCOCC1)CC1=CC=C(C=C1)C1=NC=C2C=3N1CCC3NC(C=C2)=O (1-(4-Morpholin-4-ylmethyl-phenyl)-8,9-dihydro-7H-2,7,9a-triaza-benzo[cd]azulen-6-one). Reaction SMILES: N1(C2C=CC(C3N4CCC5NC(=O)C=CC(C=54)=CN=3)=C(C)C=2)CCOCC1.[NH:28]1[CH2:33][CH2:32][O:31][CH2:30][CH2:29]1.[O:34]=[C:35]1[NH:44][C:43]2[CH2:42][CH2:41][N:40]3[C:45]([C:48]4[CH:55]=[CH:54][C:51]([CH:52]=O)=[CH:50][CH:49]=4)=[N:46][CH:47]=[C:38]([C:39]=23)[CH:37]=[CH:36]1.[K+].[Br-]>CO.C(Cl)(Cl)Cl>[N:28]1([CH2:52][C:51]2[CH:54]=[CH:55][C:48]([C:45]3[N:40]4[CH2:41][CH2:42][C:43]5[NH:44][C:35](=[O:34])[CH:36]=[CH:37][C:38]([C:39]=54)=[CH:47][N:46]=3)=[CH:49][CH:50]=2)[CH2:33][CH2:32][O:31][CH2:30][CH2:29]1 |f:3.4,5.6|. Procedure details: Using the reductive amination procedure described in Example 32, 0.097 g (38%) of 1-(4-morpholin-4-yl methyl-phenyl)-8,9-dihydro-7H-2,7,9a-triaza-benzo[cd]azulen-6-one was prepared from morpholine and 4-(6-oxo-6,7,8,9-tetrahydro-2,7,9a-triaza-benzo[cd]azulen-1-yl)-benzaldehyde as a white solid: mp=285-286° C. (dec); Rf=0.11 (5% MeOH/CHCl3); IR (KBr) 1661, 1653, 1483, 1113 cm−1; 1H NMR (DMSO-d6) δ 2.40-2.41 (m, 4H), 3.15-3.17 (m, 2H), 3.26-3.61 (m, 6H), 4.45-4.46 (m, 2H), 7.35 (t, 1H, J=7.8 Hz), ... Yields the product OC(C#CC1=CC=C(C=C1)CO)C1=CC=2C(CCC(C2C=C1)(C)C)(C)C (4-[3-hydroxy-3-(5,6,7,8-tetrahydro-5,5,8,8-tetramethyl-2-naphthyl)-1-propynyl]benzenemethanol). Run at time 30 minute. Procedure details: 780 mg (2 mmol) of 4-[3-hydroxy-3-(5,6,7,8-tetrahydro-5,5,8,8-tetramethyl-2-naphthyl)-1-propynyl]benzyl acetate and 30 ml of THF were introduced into a round-bottomed flask. 5 ml of a 2N methanolic sodium hydroxide solution were added and stirring was carried out for 30 min. The reaction mixture was poured into water and extracted with ethyl ether. The organic phase was separated by settling, dried over magnesium sulfate and evaporated. The residue obtained was triturated in heptane and filtered... Reaction SMILES: C([O:4][CH2:5][C:6]1[CH:11]=[CH:10][C:9]([C:12]#[C:13][CH:14]([OH:29])[C:15]2[CH:24]=[CH:23][C:22]3[C:21]([CH3:26])([CH3:25])[CH2:20][CH2:19][C:18]([CH3:28])([CH3:27])[C:17]=3[CH:16]=2)=[CH:8][CH:7]=1)(=O)C.C1COCC1.[OH-].[Na+]>O>[OH:29][CH:14]([C:15]1[CH:24]=[CH:23][C:22]2[C:21]([CH3:26])([CH3:25])[CH2:20][CH2:19][C:18]([CH3:28])([CH3:27])[C:17]=2[CH:16]=1)[C:13]#[C:12][C:9]1[CH:8]=[CH:7][C:6]([CH2:5][OH:4])=[CH:11][CH:10]=1 |f:2.3|. The reactants are C(C)(=O)OCC1=CC=C(C=C1)C#CC(C1=CC=2C(CCC(C2C=C1)(C)C)(C)C)O (4-[3-hydroxy-3-(5,6,7,8-tetrahydro-5,5,8,8-tetramethyl-2-naphthyl)-1-propynyl]benzyl acetate), C1CCOC1 (THF), [OH-].[Na+] (sodium hydroxide). Run in O (water). Starting materials: COC([C@@H](NC(C1=C(C=CC=C1Cl)Cl)=O)CC1=CC=C(C=C1)C1=C(C=CC=C1)NC(=O)OC(C)(C)C)=O (N-(2,6-Dichlorobenzoyl)-4-[2-(tert-butoxycarbonylamino)phenyl]-L-phenylalanine methyl ester), C(=O)(C(F)(F)F)O (TFA). The product is OC(=O)C(F)(F)F.COC([C@@H](NC(C1=C(C=CC=C1Cl)Cl)=O)CC1=CC=C(C=C1)C1=C(C=CC=C1)N)=O (N-(2,6-dichlorobenzoyl)-4-(2-aminophenyl)-L-phenylalanine methyl ester TFA salt). Reaction SMILES: [CH3:1][O:2][C:3](=[O:37])[C@H:4]([CH2:16][C:17]1[CH:22]=[CH:21][C:20]([C:23]2[CH:28]=[CH:27][CH:26]=[CH:25][C:24]=2[NH:29]C(OC(C)(C)C)=O)=[CH:19][CH:18]=1)[NH:5][C:6](=[O:15])[C:7]1[C:12]([Cl:13])=[CH:11][CH:10]=[CH:9][C:8]=1[Cl:14].[C:38]([OH:44])([C:40]([F:43])([F:42])[F:41])=[O:39]>>[OH:44][C:38]([C:40]([F:43])([F:42])[F:41])=[O:39].[CH3:1][O:2][C:3](=[O:37])[C@H:4]([CH2:16][C:17]1[CH:22]=[CH:21][C:20]([C:23]2[CH:28]=[CH:27][CH:26]=[CH:25][C:24]=2[NH2:29])=[CH:19][CH:18]=1)[NH:5][C:6](=[O:15])[C:7]1[C:8]([Cl:14])=[CH:9][CH:10]=[CH:11][C:12]=1[Cl:13] |f:2.3|. Procedure details: N-(2,6-Dichlorobenzoyl)-4-[2-(tert-butoxycarbonylamino)phenyl]-L-phenylalanine methyl ester (90 mg) was treated with TFA (1 mL) for 2 h at room temperature. Excess TFA was removed in vacuo to give N-(2,6-dichlorobenzoyl)-4-(2-aminophenyl)-L-phenylalanine methyl ester TFA salt. Reactants: Cc1cc(Nc2ncc(Cl)c(Nc3ccccc3S(=O)(=O)C(C)C)n2)c(OC(C)C)cc1C1CCNCC1, Cl, O=C(Cl)C1CCCN1. Product: Cc1cc(Nc2ncc(Cl)c(Nc3ccccc3S(=O)(=O)C(C)C)n2)c(OC(C)C)cc1C1CCN(C(=O)C2CCCN2)CC1. As a reaction SMILES: [Cl:1][c:2]1[c:3]([NH:26][c:27]2[c:28]([S:33](=[O:34])(=[O:35])[CH:36]([CH3:37])[CH3:38])[cH:29][cH:30][cH:31][cH:32]2)[n:4][c:5]([NH:8][c:9]2[c:10]([O:22][CH:23]([CH3:24])[CH3:25])[cH:11][c:12]([CH:16]3[CH2:17][CH2:18][NH:19][CH2:20][CH2:21]3)[c:13]([CH3:15])[cH:14]2)[n:6][cH:7]1.[ClH:39].[NH:40]1[CH:41]([C:45](=[O:46])[Cl:47])[CH2:42][CH2:43][CH2:44]1>>[Cl:1][c:2]1[c:3]([NH:26][c:27]2[c:28]([S:33](=[O:34])(=[O:35])[CH:36]([CH3:37])[CH3:38])[cH:29][cH:30][cH:31][cH:32]2)[n:4][c:5]([NH:8][c:9]2[c:10]([O:22][CH:23]([CH3:24])[CH3:25])[cH:11][c:12]([CH:16]3[CH2:17][CH2:18][N:19]([C:45]([CH:41]4[NH:40][CH2:44][CH2:43][CH2:42]4)=[O:46])[CH2:20][CH2:21]3)[c:13]([CH3:15])[cH:14]2)[n:6][cH:7]1. Starting materials: O=S(=O)(Cl)c1cccc(Cl)c1Cl, Nc1nc(Cl)c(Cl)nc1OCc1cccnc1. Product: O=S(=O)(Nc1nc(Cl)c(Cl)nc1OCc1cccnc1)c1cccc(Cl)c1Cl. As a reaction SMILES: [Cl:18][c:19]1[c:20]([S:26](=[O:27])(=[O:28])[Cl:29])[cH:21][cH:22][cH:23][c:24]1[Cl:25].[Cl:1][c:2]1[n:3][c:4]([O:10][CH2:11][c:12]2[cH:13][n:14][cH:15][cH:16][cH:17]2)[c:5]([NH2:9])[n:6][c:7]1[Cl:8]>>[Cl:1][c:2]1[n:3][c:4]([O:10][CH2:11][c:12]2[cH:13][n:14][cH:15][cH:16][cH:17]2)[c:5]([NH:9][S:26]([c:20]2[c:19]([Cl:18])[c:24]([Cl:25])[cH:23][cH:22][cH:21]2)(=[O:27])=[O:28])[n:6][c:7]1[Cl:8].